Dataset: the Open Reaction Database (ORD), a public repository of structured organic reaction records. Task: describe an organic reaction: reactants, conditions, products, and yield Reactants: CC(=O)CCCC(=O)N1C(=O)OCC1Cc1ccccc1, CCOC(C)=O, O, OCCO, Cc1ccc(S(=O)(=O)O)cc1, c1ccccc1. Yields the product CC1(CCCC(=O)N2C(=O)OCC2Cc2ccccc2)OCCO1. Reaction SMILES: [CH2:1]([c:2]1[cH:3][cH:4][cH:5][cH:6][cH:7]1)[CH:8]1[N:9]([C:14]([CH2:15][CH2:16][CH2:17][C:18]([CH3:19])=[O:20])=[O:21])[C:10](=[O:13])[O:11][CH2:12]1.[CH3:44][CH2:45][O:46][C:47](=[O:48])[CH3:49].[OH2:37].[OH:22][CH2:23][CH2:24][OH:25].[c:26]1([CH3:27])[cH:28][cH:29][c:30]([S:31]([OH:32])(=[O:33])=[O:34])[cH:35][cH:36]1.[cH:38]1[cH:39][cH:40][cH:41][cH:42][cH:43]1>>[CH2:1]([c:2]1[cH:3][cH:4][cH:5][cH:6][cH:7]1)[CH:8]1[N:9]([C:14]([CH2:15][CH2:16][CH2:17][C:18]2([CH3:19])[O:20][CH2:24][CH2:23][O:22]2)=[O:21])[C:10](=[O:13])[O:11][CH2:12]1. Reactants: COC(=O)C1CC(S(=O)(=O)CC2CC2)CN1c1cc(C)nn1Cc1ccccc1, [Li+], [OH-]. Yields the product Cc1cc(N2CC(S(=O)(=O)CC3CC3)CC2C(=O)O)n(Cc2ccccc2)n1. As a reaction SMILES: [CH3:1][O:2][C:3](=[O:4])[CH:5]1[N:6]([c:17]2[n:18]([CH2:23][c:24]3[cH:25][cH:26][cH:27][cH:28][cH:29]3)[n:19][c:20]([CH3:22])[cH:21]2)[CH2:7][CH:8]([S:10](=[O:11])(=[O:12])[CH2:13][CH:14]2[CH2:15][CH2:16]2)[CH2:9]1.[Li+:30].[OH-:31]>>[O:2]=[C:3]([OH:4])[CH:5]1[N:6]([c:17]2[n:18]([CH2:23][c:24]3[cH:25][cH:26][cH:27][cH:28][cH:29]3)[n:19][c:20]([CH3:22])[cH:21]2)[CH2:7][CH:8]([S:10](=[O:11])(=[O:12])[CH2:13][CH:14]2[CH2:15][CH2:16]2)[CH2:9]1. Reactants: CO, [Cl-], O=C(Cl)C(=O)Cl, ClCCl, NC1CN2CCC1CC2, NC1CC2CCN1CC2, O=C(O)c1nnc(Sc2ccccc2)s1. Product: O=C(NC1CN2CCC1CC2)c1nnc(Sc2ccccc2)s1. Reaction SMILES: [CH3:44][OH:45].[Cl-:31].[Cl:16][C:17]([C:18]([Cl:19])=[O:20])=[O:21].[Cl:41][CH2:42][Cl:43].[NH2:22][CH:23]1[CH2:24][N:25]2[CH2:26][CH2:27][CH:28]1[CH2:29][CH2:30]2.[NH2:32][CH:33]1[CH2:34][CH:35]2[CH2:36][CH2:37][N:38]1[CH2:39][CH2:40]2.[c:1]1([S:7][c:8]2[n:9][n:10][c:11]([C:13](=[O:14])[OH:15])[s:12]2)[cH:2][cH:3][cH:4][cH:5][cH:6]1>>[c:1]1([S:7][c:8]2[n:9][n:10][c:11]([C:13](=[O:15])[NH:22][CH:23]3[CH2:24][N:25]4[CH2:26][CH2:27][CH:28]3[CH2:29][CH2:30]4)[s:12]2)[cH:2][cH:3][cH:4][cH:5][cH:6]1. Starting materials: S(=O)(Cl)Cl (Thionyl chloride), N1C=NC=C1 (imidazole), C(Cl)Cl (methylene chloride), ClC1=CC=C(COC2=C(C(=O)NOC)C=CC=C2)C=C1 (2-(4-chlorobenzyloxy)-N-methoxybenzamide). Solvent: O (water). Product: CON=C(C1=C(C=CC=C1)OCC1=CC=C(C=C1)Cl)N1C=NC=C1 (2-(4-chlorobenzyloxy)-α-(1-imidazolyl)benzaldehyde O-methyloxime). Isolated yield 1.9%. As a reaction SMILES: S(Cl)(Cl)=O.[NH:5]1[CH:9]=[CH:8][N:7]=[CH:6]1.C(Cl)Cl.[Cl:13][C:14]1[CH:32]=[CH:31][C:17]([CH2:18][O:19][C:20]2[CH:30]=[CH:29][CH:28]=[CH:27][C:21]=2[C:22]([NH:24][O:25][CH3:26])=O)=[CH:16][CH:15]=1>O>[CH3:26][O:25][N:24]=[C:22]([N:5]1[CH:9]=[CH:8][N:7]=[CH:6]1)[C:21]1[CH:27]=[CH:28][CH:29]=[CH:30][C:20]=1[O:19][CH2:18][C:17]1[CH:31]=[CH:32][C:14]([Cl:13])=[CH:15][CH:16]=1. Procedure details: Thionyl chloride (0.16 ml) was added to a suspension of imidazole (0.63 g) and methylene chloride (6 ml) under ice-cooling, and the mixture was stirred under ice-cooling for 30 minutes. Then 2-(4-chlorobenzyloxy)-N-methoxybenzamide (0.44 g) was added, and the mixture was stirred under reflux for 2 hours. After completion of the reaction, water (100 ml) was added, and the mixture was extracted with methylene chloride (50 ml) twice, dried over anhydrous magnesium sulfate and concentrated under red... Reactants: CC1CCC(CC1)=O (4-Methylcyclohexanone), Cl.NO (hydroxylamine hydrochloride), C(C)(=O)[O-].[Na+] (sodium acetate). The solvent is CCO (EtOH), O (water). Yields the product CC1CCC(CC1)=NO (4-methylcyclohexanone oxime). RXN SMILES: [CH3:1][CH:2]1[CH2:7][CH2:6][C:5](=O)[CH2:4][CH2:3]1.Cl.[NH2:10][OH:11].C([O-])(=O)C.[Na+]>CCO.O>[CH3:1][CH:2]1[CH2:7][CH2:6][C:5](=[N:10][OH:11])[CH2:4][CH2:3]1 |f:1.2,3.4|. Procedure: 4-Methylcyclohexanone (2.0 g, 17.8 mmol) was mixed with hydroxylamine hydrochloride (1.86 g, 26.8 mmol) and sodium acetate (2.63 g, 32.0 mmol) in a mixture of EtOH (20 mL) and water (12 mL). The mixture was refluxed for 5 h. All solvent was removed under reduced pressure and the residue was partitioned between ethyl acetate and water. After separation, the organic layer was washed with brine, dried over anhydrous sodium sulfate. After filtration and concentration, the crude product was used for ... Reactants: [H-].[Al+3].[Li+].[H-].[H-].[H-] (lithium aluminum hydride), COC=1C=C(C=CC1CN1CCCC1)C(=O)C=1C2=C(SC1C1=CC=C(C=C1)N([Si](C)(C)C)[Si](C)(C)C)C=C(C=C2)OCC2=CC=CC=C2 (6-Benzyloxy-2-[4-[bis(trimethylsilyl)amino]phenyl]-benzo[b]thiophen-3-yl 3-methoxy-4-[(1-pyrrolidinyl)methyl]-phenyl ketone), C(C)[SiH](CC)CC (triethylsilane), FC(C(=O)O)(F)F (trifluroacetic acid). Run in C1CCOC1 (THF), ClCCl (dichloromethane). Reaction conditions: temperature 0 celsius, time 30 minute. The product is C(C1=CC=CC=C1)OC=1C=CC2=C(SC(=C2CC2=CC(=C(C=C2)CN2CCCC2)OC)C2=CC=C(C=C2)N)C1 (6-Benzyloxy-3-[3-methoxy-4-[(1-pyrrolidinyl)methyl]-benzyl]-2-(4-aminophenyl)benzo[b]thiophene). Yield: 94.1%. RXN SMILES: [CH3:1][O:2][C:3]1[CH:4]=[C:5]([C:15]([C:17]2[C:18]3[CH:40]=[CH:39][C:38]([O:41][CH2:42][C:43]4[CH:48]=[CH:47][CH:46]=[CH:45][CH:44]=4)=[CH:37][C:19]=3[S:20][C:21]=2[C:22]2[CH:27]=[CH:26][C:25]([N:28]([Si](C)(C)C)[Si](C)(C)C)=[CH:24][CH:23]=2)=O)[CH:6]=[CH:7][C:8]=1[CH2:9][N:10]1[CH2:14][CH2:13][CH2:12][CH2:11]1.[H-].[Al+3].[Li+].[H-].[H-].[H-].C([SiH](CC)CC)C.FC(F)(F)C(O)=O>C1COCC1.ClCCl>[CH2:42]([O:41][C:38]1[CH:39]=[CH:40][C:18]2[C:17]([CH2:15][C:5]3[CH:6]=[CH:7][C:8]([CH2:9][N:10]4[CH2:14][CH2:13][CH2:12][CH2:11]4)=[C:3]([O:2][CH3:1])[CH:4]=3)=[C:21]([C:22]3[CH:27]=[CH:26][C:25]([NH2:28])=[CH:24][CH:23]=3)[S:20][C:19]=2[CH:37]=1)[C:43]1[CH:44]=[CH:45][CH:46]=[CH:47][CH:48]=1 |f:1.2.3.4.5.6|. Procedure details: 6-Benzyloxy-2-[4-[bis(trimethylsilyl)amino]phenyl]-benzo[b]thiophen-3-yl 3-methoxy-4-[(1-pyrrolidinyl)methyl]-phenyl ketone (0.73 g) was dissolved in THF (10 mL), cooled to 0° C. in an ice bath before treated with lithium aluminum hydride (110 mg) at 0° C. for 1 h, then quenched with water (1 mL) and sodium hydroxide (1.0 M, 1 mL). Stirring continued for 30 min. The reaction mixture was diluted with brine(30 mL) and extracted with dichloromethane (20 mL×3). The combined organic layers were dried...